From a dataset of the Open Reaction Database (ORD), a public repository of structured organic reaction records. describe an organic reaction: reactants, conditions, products, and yield Starting materials: C(=O)(OC)C1(CC=2C(=CSC2)C1)SCC1=CC=C(C=C1)OC (5-(carbomethoxy)-5-(4-methoxybenzylthio)-2,4,5,6-tetrahydro-cyclopenta[c]thiophene), [OH-].[K+] (potassium hydroxide). The solvent is C(C)O (ethanol), O (water), O1CCCC1 (tetrahydrofuran). Run at time 1 hour. Product: C(=O)(O)C1(CC=2C(=CSC2)C1)SCC1=CC=C(C=C1)OC (5-(carboxy)-5-(4-methoxybenzylthio)-2,4,5,6-tetrahydrocyclopenta[c]thiophene). Reaction SMILES: [C:1]([C:5]1([S:13][CH2:14][C:15]2[CH:20]=[CH:19][C:18]([O:21][CH3:22])=[CH:17][CH:16]=2)[CH2:12][C:8]2=[CH:9][S:10][CH:11]=[C:7]2[CH2:6]1)([O:3]C)=[O:2].[OH-].[K+]>C(O)C.O.O1CCCC1>[C:1]([C:5]1([S:13][CH2:14][C:15]2[CH:16]=[CH:17][C:18]([O:21][CH3:22])=[CH:19][CH:20]=2)[CH2:12][C:8]2=[CH:9][S:10][CH:11]=[C:7]2[CH2:6]1)([OH:3])=[O:2] |f:1.2|. Procedure details: Dissolve 5-(carbomethoxy)-5-(4-methoxybenzylthio)-2,4,5,6-tetrahydro-cyclopenta[c]thiophene (1.14 g, 3.55 mmol) in 95% ethanol (25 mL), water (12 mL) and tetrahydrofuran (15 mL). Treat with potassium hydroxide (1.3 g, 23 mmol) and stir at room temperature for 1 hour. Filter and evaporate the solvent in vacuo. Partition between water (125 mL) and ether (75 mL). Separate the aqueous phase and acidify with cold concentrated hydrochloric acid. Extract with methylene chloride (75 mL), dry (Na2SO4) an... The reactants are CCC(C)=O, CCN, Cc1ccccc1, CCCCCC, N#Cc1cnn(-c2ccc(C(F)(F)F)cc2Cl)c1NCC(=O)Cl. Product: CCNC(=O)CNc1c(C#N)cnn1-c1ccc(C(F)(F)F)cc1Cl. As a reaction SMILES: [CH2:40]([C:41]([CH3:42])=[O:43])[CH3:44].[CH3:24][CH2:25][NH2:26].[CH3:27][c:28]1[cH:29][cH:30][cH:31][cH:32][cH:33]1.[CH3:34][CH2:35][CH2:36][CH2:37][CH2:38][CH3:39].[Cl:1][C:2](=[O:3])[CH2:4][NH:5][c:6]1[c:7]([C:22]#[N:23])[cH:8][n:9][n:10]1-[c:11]1[c:12]([Cl:21])[cH:13][c:14]([C:17]([F:18])([F:19])[F:20])[cH:15][cH:16]1>>[C:2](=[O:3])([CH2:4][NH:5][c:6]1[c:7]([C:22]#[N:23])[cH:8][n:9][n:10]1-[c:11]1[c:12]([Cl:21])[cH:13][c:14]([C:17]([F:18])([F:19])[F:20])[cH:15][cH:16]1)[NH:26][CH2:25][CH3:24]. Reactants: CC(=O)Nc1ccc(O)cc1, CC(=O)[O-], CC(=O)[O-], COC(=O)c1ccc(B(O)O)cc1, ClCCl, [Cu+2]. Product: COC(=O)c1ccc(Oc2ccc(NC(C)=O)cc2)cc1. RXN SMILES: [C:1]([CH3:2])(=[O:3])[NH:4][c:5]1[cH:6][cH:7][c:8]([OH:11])[cH:9][cH:10]1.[C:28]([O-:29])(=[O:30])[CH3:31].[C:33]([O-:34])(=[O:35])[CH3:36].[CH3:12][O:13][C:14](=[O:15])[c:16]1[cH:17][cH:18][c:19]([B:22]([OH:23])[OH:24])[cH:20][cH:21]1.[Cl:25][CH2:26][Cl:27].[Cu+2:32]>>[C:1]([CH3:2])(=[O:3])[NH:4][c:5]1[cH:6][cH:7][c:8]([O:11][c:19]2[cH:18][cH:17][c:16]([C:14]([O:13][CH3:12])=[O:15])[cH:21][cH:20]2)[cH:9][cH:10]1. Reactants: CC1=CC=CC2=C1C(CO2)=O (4-methyl-2,3-dihydro-1-benzofuran-3-one), C1(=CC=CC=C1)C (toluene), C(C=O)(=O)OCC (ethyl glyoxylate). The product is OC(C(=O)OCC)C1OC2=C(C1=O)C(=CC=C2)C (ethyl 2-hydroxy-2-(4-methyl-3-oxo-2,3-dihydro-1-benzofuran-2-yl)acetate). Reaction SMILES: [CH3:1][C:2]1[C:7]2[C:8](=[O:11])[CH2:9][O:10][C:6]=2[CH:5]=[CH:4][CH:3]=1.C1(C)C=CC=CC=1.[C:19]([O:23][CH2:24][CH3:25])(=[O:22])[CH:20]=[O:21]>>[OH:21][CH:20]([CH:9]1[C:8](=[O:11])[C:7]2[C:2]([CH3:1])=[CH:3][CH:4]=[CH:5][C:6]=2[O:10]1)[C:19]([O:23][CH2:24][CH3:25])=[O:22]. Procedure details: A solution of 4-methyl-2,3-dihydro-1-benzofuran-3-one (26c) (200 mg, 1.35 mmol) in ethyl glyoxylate 50% in toluene (0.40 mL, 2.02 mmol) was heated at 100° C. for 16 hours. The mixture was concentrated under reduced pressure and the residue was purified by flash chromatography on silica gel (cyclohexane/ethyl acetate: 95/5 to 80/20) to provide ethyl 2-hydroxy-2-(4-methyl-3-oxo-2,3-dihydro-1-benzofuran-2-yl)acetate (26d) (200 mg, 0.8 mmol) which was dissolved in a mixture of cyclohexane (2 mL) and... The reactants are BrC1=CC=C(C=C1)C1=C(C(=NO1)C)N (5-(4-bromo-phenyl)-3-methyl-isoxazol-4-ylamine), COC1=CC=C(C=C1)CC(C)=O (1-(4-methoxy-phenyl)-propan-2-one). The product is BrC1=CC=C(C=C1)C1=C(C(=NO1)C)NC(CC1=CC=C(C=C1)OC)C ([5-(4-Bromo-phenyl)-3-methyl-isoxazol-4-yl]-[2-(4-methoxy-phenyl)-1-methyl-ethyl]-amine). Reaction SMILES: [Br:1][C:2]1[CH:7]=[CH:6][C:5]([C:8]2[O:12][N:11]=[C:10]([CH3:13])[C:9]=2[NH2:14])=[CH:4][CH:3]=1.[CH3:15][O:16][C:17]1[CH:22]=[CH:21][C:20]([CH2:23][C:24](=O)[CH3:25])=[CH:19][CH:18]=1>>[Br:1][C:2]1[CH:3]=[CH:4][C:5]([C:8]2[O:12][N:11]=[C:10]([CH3:13])[C:9]=2[NH:14][CH:24]([CH3:25])[CH2:23][C:20]2[CH:21]=[CH:22][C:17]([O:16][CH3:15])=[CH:18][CH:19]=2)=[CH:6][CH:7]=1. Procedure details: Prepared according to the procedure described in Example 24, Step 1, using 5-(4-bromo-phenyl)-3-methyl-isoxazol-4-ylamine and 1-(4-methoxy-phenyl)-propan-2-one. Yields the product COc1cc(Br)cc(Br)c1. Reactants: COc1cc(Br)c(N)c(Br)c1, Cc1ccccc1, O=N[O-], [Na+], O=S(=O)(O)O. RXN SMILES: [Br:1][c:2]1[c:3]([NH2:11])[c:4]([Br:10])[cH:5][c:6]([O:8][CH3:9])[cH:7]1.[CH3:21][c:22]1[cH:23][cH:24][cH:25][cH:26][cH:27]1.[N:17]([O-:18])=[O:19].[Na+:20].[S:12](=[O:13])(=[O:14])([OH:15])[OH:16]>>[Br:1][c:2]1[cH:3][c:4]([Br:10])[cH:5][c:6]([O:8][CH3:9])[cH:7]1. The reactants are C(C)OC(CC(=O)C=CC)=O (ethylideneacetoacetic acid ethyl ester), C(=O)(OCC)C=C1NCCN1 (2-carbethoxymethylideneimidazolidine), C(C)O (ethanol), C(C)O (ethanol). Yields the product C(C)OC(=O)C=1C(C(=C2N(C1C)CCN2)C(=O)OCC)C (5,7-dimethyl-1,2,3,7-tetrahydroimidazolo[1,2-a]pyridine-6,8-dicarboxylic acid diethyl ester). The yield is 58.0%. Reaction SMILES: [CH2:1]([O:3][C:4](=[O:11])[CH2:5][C:6]([CH:8]=CC)=O)[CH3:2].[C:12]([CH:17]=[C:18]1[NH:22][CH2:21][CH2:20][NH:19]1)([O:14][CH2:15][CH3:16])=[O:13].[CH2:23](O)[CH3:24]>>[CH2:1]([O:3][C:4]([C:5]1[CH:6]([CH3:8])[C:17]([C:12]([O:14][CH2:15][CH3:16])=[O:13])=[C:18]2[NH:19][CH2:20][CH2:21][N:22]2[C:23]=1[CH3:24])=[O:11])[CH3:2]. Procedure details: Upon heating a solution of 6 g of ethylideneacetoacetic acid ethyl ester and 6 g of 2-carbethoxymethylideneimidazolidine in 50 ml of ethanol for 10 hours, 5,7-dimethyl-1,2,3,7-tetrahydroimidazolo[1,2-a]pyridine-6,8-dicarboxylic acid diethyl ester of melting point 138° (ethanol) is obtained. Starting materials: Nc1ccc(O)cc1, CN(C)C=O, O=C(O)c1ccc(Br)cc1. Yields the product O=C(Nc1ccc(O)cc1)c1ccc(Br)cc1. Reaction SMILES: [NH2:11][c:12]1[cH:13][cH:14][c:15]([OH:16])[cH:17][cH:18]1.[O:19]=[CH:20][N:21]([CH3:22])[CH3:23].[OH:1][C:2](=[O:3])[c:4]1[cH:5][cH:6][c:7]([Br:8])[cH:9][cH:10]1>>[C:2](=[O:3])([c:4]1[cH:5][cH:6][c:7]([Br:8])[cH:9][cH:10]1)[NH:11][c:12]1[cH:13][cH:14][c:15]([OH:16])[cH:17][cH:18]1.